The task is: describe an organic reaction: reactants, conditions, products, and yield. This data is from the Open Reaction Database (ORD), a public repository of structured organic reaction records. The reactants are N/C(/C(COCC1=CC=CC=C1)NC(OC(C)(C)C)=O)=N/O (tert-Butyl [(2E)-2-amino-1-[(benzyloxy)methyl]-2-(hydroxyimino)ethyl]carbamate), COC(=O)C#CC(=O)OC (dimethylacetylenedicarboxylate), C(C1=CC=CC=C1)(=O)OC(C1=CC=CC=C1)=O (benzoic anhydride). The solvent is C(Cl)(Cl)Cl (chloroform). Run at time 8 hour. The product is C(C1=CC=CC=C1)(=O)OC=1C(=NC(=NC1O)C(COCC1=CC=CC=C1)NC(=O)OC(C)(C)C)C(=O)OC (Methyl 5-(benzoyloxy)-2-{2-(benzyloxy)-1-[(tert-butoxycarbonyl)amino]ethyl}-6-hydroxypyrimidine-4-carboxylate). Reaction SMILES: [NH2:1]/[C:2](=[N:21]/O)/[CH:3]([NH:13][C:14](=[O:20])[O:15][C:16]([CH3:19])([CH3:18])[CH3:17])[CH2:4][O:5][CH2:6][C:7]1[CH:12]=[CH:11][CH:10]=[CH:9][CH:8]=1.CO[C:25]([C:27]#[C:28][C:29]([O:31][CH3:32])=[O:30])=[O:26].[C:33]([O:41]C(=O)C1C=CC=CC=1)(=[O:40])[C:34]1[CH:39]=[CH:38][CH:37]=[CH:36][CH:35]=1>C(Cl)(Cl)Cl>[C:33]([O:41][C:27]1[C:28]([C:29]([O:31][CH3:32])=[O:30])=[N:1][C:2]([CH:3]([NH:13][C:14]([O:15][C:16]([CH3:19])([CH3:18])[CH3:17])=[O:20])[CH2:4][O:5][CH2:6][C:7]2[CH:12]=[CH:11][CH:10]=[CH:9][CH:8]=2)=[N:21][C:25]=1[OH:26])(=[O:40])[C:34]1[CH:39]=[CH:38][CH:37]=[CH:36][CH:35]=1. Procedure: tert-Butyl [(2E)-2-amino-1-[(benzyloxy)methyl]-2-(hydroxyimino)ethyl]carbamate prepared as described in Step 1 was dissolved in chloroform and treated with 1.2 eq. of dimethylacetylenedicarboxylate and the reaction was refluxed for 2.5 hours. After cooling at room temperature, the reaction mixture was concentrated and the solvent switched to xylene. The mixture was heated at 145° C. for 24 hours. After cooling at room temperature, solid material was filtered off and the filtrate was concentrated... Starting materials: O=S(=O)(Cl)c1c(F)cccc1F, CC(C)(C)OC(=O)NC(C)(C)c1nc(-c2cccc(N)c2F)c(-c2ccnc(Cl)n2)s1, c1ccncc1. Product: CC(C)(C)OC(=O)NC(C)(C)c1nc(-c2cccc(NS(=O)(=O)c3c(F)cccc3F)c2F)c(-c2ccnc(Cl)n2)s1. RXN SMILES: [F:32][c:33]1[c:34]([S:40](=[O:41])(=[O:42])[Cl:43])[c:35]([F:39])[cH:36][cH:37][cH:38]1.[NH2:1][c:2]1[c:3]([F:31])[c:4](-[c:8]2[n:9][c:10]([C:20]([CH3:21])([CH3:22])[NH:23][C:24]([O:25][C:26]([CH3:27])([CH3:28])[CH3:29])=[O:30])[s:11][c:12]2-[c:13]2[n:14][c:15]([Cl:19])[n:16][cH:17][cH:18]2)[cH:5][cH:6][cH:7]1.[cH:44]1[cH:45][cH:46][n:47][cH:48][cH:49]1>>[NH:1]([c:2]1[c:3]([F:31])[c:4](-[c:8]2[n:9][c:10]([C:20]([CH3:21])([CH3:22])[NH:23][C:24]([O:25][C:26]([CH3:27])([CH3:28])[CH3:29])=[O:30])[s:11][c:12]2-[c:13]2[n:14][c:15]([Cl:19])[n:16][cH:17][cH:18]2)[cH:5][cH:6][cH:7]1)[S:40]([c:34]1[c:33]([F:32])[cH:38][cH:37][cH:36][c:35]1[F:39])(=[O:41])=[O:42]. Starting materials: CS(=O)(=O)C=1C=C(C(=CC1)NC)N (4-methanesulfonyl-N1-methyl-benzene-1,2-diamine), NC=1SC2=C(N1)C=CC(=C2)OC(F)(F)F (2-amino-6-(trifluoromethoxy)benzothiazole), C(=S)(N1C=NC=C1)N1C=NC=C1 (1,1′-thiocarbonyl-diimidazole). Run in C(CCl)Cl (EDC). Product: CS(=O)(=O)C1=CC2=C(N(C(=N2)NC=2SC3=C(N2)C=CC(=C3)OC(F)(F)F)C)C=C1 ((5-Methanesulfonyl-1-methyl-1H-benzoimidazol-2-yl)-(6-trifluoromethoxy-benzothiazol-2-yl)-amine). The yield is 65.9%. Reaction SMILES: [CH3:1][S:2]([C:5]1[CH:6]=[C:7]([NH2:13])[C:8]([NH:11][CH3:12])=[CH:9][CH:10]=1)(=[O:4])=[O:3].[NH2:14][C:15]1[S:16][C:17]2[CH:23]=[C:22]([O:24][C:25]([F:28])([F:27])[F:26])[CH:21]=[CH:20][C:18]=2[N:19]=1.[C:29](N1C=CN=C1)(N1C=CN=C1)=S>C(Cl)CCl>[CH3:1][S:2]([C:5]1[CH:10]=[CH:9][C:8]2[N:11]([CH3:29])[C:12]([NH:14][C:15]3[S:16][C:17]4[CH:23]=[C:22]([O:24][C:25]([F:28])([F:26])[F:27])[CH:21]=[CH:20][C:18]=4[N:19]=3)=[N:13][C:7]=2[CH:6]=1)(=[O:3])=[O:4]. Procedure details: (5-Methanesulfonyl-1-methyl-1H-benzoimidazol-2-yl)-(6-trifluoromethoxy-benzothiazol-2-yl)-amine (72 mg) was prepared by following General Procedure D starting from 4-methanesulfonyl-N1-methyl-benzene-1,2-diamine (50 mg), 2-amino-6-(trifluoromethoxy)benzothiazole (59 mg), 1,1′-thiocarbonyl-diimidazole (44 mg), and EDC (48 mg). LC/MS: m/z 444. The reactants are CO, Cl, C[Si](C)(C)C#CCCc1ccc(C(F)(F)F)cc1C(F)(F)F, [K+], [OH-]. The product is C#CCCc1ccc(C(F)(F)F)cc1C(F)(F)F. As a reaction SMILES: [CH3:26][OH:27].[ClH:25].[F:3][C:4]([c:5]1[c:6]([CH2:15][CH2:16][C:17]#[C:18][Si:19]([CH3:20])([CH3:21])[CH3:22])[cH:7][cH:8][c:9]([C:11]([F:12])([F:13])[F:14])[cH:10]1)([F:23])[F:24].[K+:2].[OH-:1]>>[F:3][C:4]([c:5]1[c:6]([CH2:15][CH2:16][C:17]#[CH:18])[cH:7][cH:8][c:9]([C:11]([F:12])([F:13])[F:14])[cH:10]1)([F:23])[F:24]. Reactants: CCOP(=O)(CP(=O)(OCC)OCC)OCC, Cc1ccccc1, Cn1nc(-c2cc(C=O)c(Cl)cc2F)c(Cl)c1OC(F)F, [H-], [Na+], O. Product: CCOP(=O)(C=Cc1cc(-c2nn(C)c(OC(F)F)c2Cl)c(F)cc1Cl)OCC. RXN SMILES: [CH2:1]([P:2]([O:3][CH2:4][CH3:5])(=[O:6])[O:7][CH2:8][CH3:9])[P:10]([O:11][CH2:12][CH3:13])(=[O:14])[O:15][CH2:16][CH3:17].[CH3:42][c:43]1[cH:44][cH:45][cH:46][cH:47][cH:48]1.[Cl:20][c:21]1[c:22]([CH:23]=[O:24])[cH:25][c:26](-[c:30]2[n:31][n:32]([CH3:40])[c:33]([O:36][CH:37]([F:38])[F:39])[c:34]2[Cl:35])[c:27]([F:29])[cH:28]1.[H-:18].[Na+:19].[OH2:41]>>[CH:1]([P:10]([O:11][CH2:12][CH3:13])(=[O:14])[O:15][CH2:16][CH3:17])=[CH:23][c:22]1[c:21]([Cl:20])[cH:28][c:27]([F:29])[c:26](-[c:30]2[n:31][n:32]([CH3:40])[c:33]([O:36][CH:37]([F:38])[F:39])[c:34]2[Cl:35])[cH:25]1. Reactants: BrC=1N=C(C(=NC1)N)OC (5-Bromo-3-methoxy-pyrazin-2-ylamine), C1(=CC=CC=C1)B(O)O (phenyl boronic acid), C(=O)([O-])[O-].[Na+].[Na+] (Na2CO3). The reagents and catalysts are Cl[Pd]([P](C1=CC=CC=C1)(C2=CC=CC=C2)C3=CC=CC=C3)([P](C4=CC=CC=C4)(C5=CC=CC=C5)C6=CC=CC=C6)Cl (PdCl2(PPh3)2). Solvent: C1(=CC=CC=C1)C (toluene), C(C)O (ethanol), CCOC(=O)C (EtOAc). Reaction conditions: temperature 85 celsius, time 4 hour. Product: COC=1C(=NC=C(N1)C1=CC=CC=C1)N (3-Methoxy-5-phenyl-pyrazin-2-ylamine). The yield is 82.0%. As a reaction SMILES: Br[C:2]1[N:3]=[C:4]([O:9][CH3:10])[C:5]([NH2:8])=[N:6][CH:7]=1.[C:11]1(B(O)O)[CH:16]=[CH:15][CH:14]=[CH:13][CH:12]=1.C([O-])([O-])=O.[Na+].[Na+]>C1(C)C=CC=CC=1.C(O)C.CCOC(C)=O.Cl[Pd](Cl)([P](C1C=CC=CC=1)(C1C=CC=CC=1)C1C=CC=CC=1)[P](C1C=CC=CC=1)(C1C=CC=CC=1)C1C=CC=CC=1>[CH3:10][O:9][C:4]1[C:5]([NH2:8])=[N:6][CH:7]=[C:2]([C:11]2[CH:16]=[CH:15][CH:14]=[CH:13][CH:12]=2)[N:3]=1 |f:2.3.4,^1:44,63|. Reported procedure: 5-Bromo-3-methoxy-pyrazin-2-ylamine (A) (816 mg, 4 mmol) and phenyl boronic acid (732 mg, 6 mmol) in toluene (5 mL), ethanol (5 mL) and Na2CO3 (8 mmol, 1 M aqueous) was purged with nitrogen for 10 minutes, and was added PdCl2(PPh3)2(140 mg, 0.2 mmol). The reaction mixture was stirred at 85° C. for 4 hours. The reaction mixture was cooled to room temperature and diluted with EtOAc (50 mL). The solution was washed with brine (2×5 mL). The organic extracts was dried with MgSO4, then solvent was rem... Yields the product Cc1cccc(Cl)c1CN. Reactants: [Al+3], O=C([O-])C(O)C(O)C(=O)[O-], Cc1cccc(Cl)c1C#N, [H-], [H-], [H-], [H-], [K+], [Li+], [Na+], O. As a reaction SMILES: [Al+3:2].[C:17]([CH:18]([CH:19]([C:20]([O-:21])=[O:22])[OH:23])[OH:24])([O-:25])=[O:26].[C:7](#[N:8])[c:9]1[c:10]([CH3:16])[cH:11][cH:12][cH:13][c:14]1[Cl:15].[H-:1].[H-:4].[H-:5].[H-:6].[K+:28].[Li+:3].[Na+:27].[OH2:29]>>[CH2:7]([NH2:8])[c:9]1[c:10]([CH3:16])[cH:11][cH:12][cH:13][c:14]1[Cl:15]. Reactants: Cc1nccc(C(C)(C)C)c1C, ClCCl, O=C(OO)c1cccc(Cl)c1, [Na+], [Na+], O=C([O-])[O-]. Yields the product Cc1c(C(C)(C)C)cc[n+]([O-])c1C. As a reaction SMILES: [C:1]([CH3:2])([CH3:3])([CH3:4])[c:5]1[c:6]([CH3:12])[c:7]([CH3:11])[n:8][cH:9][cH:10]1.[CH2:30]([Cl:31])[Cl:32].[Cl:13][c:14]1[cH:15][cH:16][cH:17][c:18]([C:19]([O:20][OH:22])=[O:21])[cH:23]1.[Na+:24].[Na+:25].[O-:26][C:27](=[O:28])[O-:29]>>[C:1]([CH3:2])([CH3:3])([CH3:4])[c:5]1[c:6]([CH3:12])[c:7]([CH3:11])[n+:8]([O-:21])[cH:9][cH:10]1.